From a dataset of the Open Reaction Database (ORD), a public repository of structured organic reaction records. describe an organic reaction: reactants, conditions, products, and yield The reactants are CS(=O)c1ccccc1C(N)=O, ClC(Cl)Cl, [K+], [N-]=[N+]=[N-], [Na+], [OH-], O=P(O)(O)O. Product: C[SH]1(=O)NC(=N)c2ccccc21. As a reaction SMILES: [CH3:6][S:7](=[O:8])[c:9]1[c:10]([C:11](=[O:12])[NH2:13])[cH:14][cH:15][cH:16][cH:17]1.[CH:24]([Cl:25])([Cl:26])[Cl:27].[K+:23].[N-:19]=[N+:20]=[N-:21].[Na+:18].[OH-:22].[P:1](=[O:2])([OH:3])([OH:4])[OH:5]>>[CH3:6][SH:7]1(=[O:8])[c:9]2[c:10]([cH:14][cH:15][cH:16][cH:17]2)[C:11](=[NH:13])[NH:19]1. Reactants: FC=1C=C(C=2C=CN(C2C1)C1=CC=C(C=C1)OCC1=CC=CC=C1)O (6-fluoro-1-{4-[(phenylmethyl)oxy]phenyl}-1H-indol-4-ol). The reagents and catalysts are [Pd] (palladium on charcoal). Run in C(C)O (ethanol). Reaction conditions: time 3 hour. Product: FC=1C=C(C=2C=CN(C2C1)C1=CC=C(C=C1)O)O (6-fluoro-1-(4-hydroxyphenyl)-1H-indol-4-ol). As a reaction SMILES: [F:1][C:2]1[CH:3]=[C:4]([OH:25])[C:5]2[CH:6]=[CH:7][N:8]([C:11]3[CH:16]=[CH:15][C:14]([O:17]CC4C=CC=CC=4)=[CH:13][CH:12]=3)[C:9]=2[CH:10]=1>[Pd].C(O)C>[F:1][C:2]1[CH:3]=[C:4]([OH:25])[C:5]2[CH:6]=[CH:7][N:8]([C:11]3[CH:12]=[CH:13][C:14]([OH:17])=[CH:15][CH:16]=3)[C:9]=2[CH:10]=1. Reported procedure: A mixture of 6-fluoro-1-{4-[(phenylmethyl)oxy]phenyl}-1H-indol-4-ol (D20) (75 mg) and palladium on charcoal (75 mg) in ethanol (3 mL) was stirred under hydrogen at room temperature for 3 hours. The mixture was filtered and the filtrate was evaporated and chromatographed on silica gel (0-50% ethyl acetate in hexane). The product containing fractions were concentrated and then re-evaporated from ether (3×) to give the title compound (E10) as a white solid, (15 mg). Starting materials: COc1cccnc1Br, c1ccc(CN2CC3CC2CN3)cc1, ClCCl. Product: COc1cccnc1N1CC2CC1CN2. Reaction SMILES: [Br:1][c:2]1[n:3][cH:4][cH:5][cH:6][c:7]1[O:8][CH3:9].[CH2:10]([c:11]1[cH:12][cH:13][cH:14][cH:15][cH:16]1)[N:17]1[CH:18]2[CH2:19][NH:20][CH:21]([CH2:22]1)[CH2:23]2.[Cl:24][CH2:25][Cl:26]>>[c:2]1([N:17]2[CH:18]3[CH2:19][NH:20][CH:21]([CH2:22]2)[CH2:23]3)[n:3][cH:4][cH:5][cH:6][c:7]1[O:8][CH3:9]. Reactants: [H-].[Na+] (NaH), ice water, BrCCCC (1-bromobutane), C(C1=CC=CC=C1)C1NC(OC1)=O (racemic 4-benzyloxazolidin- 2-one). Run in C1CCOC1 (THF), CN(C)C=O (DMF), C1CCOC1 (THF), C1CCOC1 (THF). Yields the product C(CCC)N1C(OCC1CC1=CC=CC=C1)=O (3-butyl-4-benzyloxazolidin-2-one). As a reaction SMILES: [CH2:1]([CH:8]1[CH2:12][O:11][C:10](=[O:13])[NH:9]1)[C:2]1[CH:7]=[CH:6][CH:5]=[CH:4][CH:3]=1.[H-].[Na+].Br[CH2:17][CH2:18][CH2:19][CH3:20]>C1COCC1.CN(C=O)C>[CH2:17]([N:9]1[CH:8]([CH2:1][C:2]2[CH:3]=[CH:4][CH:5]=[CH:6][CH:7]=2)[CH2:12][O:11][C:10]1=[O:13])[CH2:18][CH2:19][CH3:20] |f:1.2|. Reported procedure: A mixture of 5.005 g of 2-amino-3-phenylpropanol and 3 g of ethylene carbonate in 50 ml of toluene in a round bottom flask with a Dean-Stark trap was refluxed for 48 hours and the reaction was followed by tlc. At the end of the reaction the solution was washed with water and brine and concentrated to dryness to give 5.86 g of light yellow oil. The racemic 4-benzyloxazolidin- 2-one was dissolved in 20 ml of THF and was added to 1.98 g of 60% NaH in 40 ml of THF and 10 ml of DMF. After the initial... Starting materials: N1CC(CCC1)CO (3-piperidinemethanol), C=C1CC(=O)O1 (diketene). The solvent is O1CCCC1 (tetrahydrofuran), O1CCCC1 (tetrahydrofuran). Reaction conditions: temperature 0 celsius, time 1 hour. The product is OCC1CN(CCC1)C(CC(C)=O)=O (1-[3-(Hydroxymethyl)piperidin-1-yl]butane-1,3-dione). The yield is 80.0%. RXN SMILES: [NH:1]1[CH2:6][CH2:5][CH2:4][CH:3]([CH2:7][OH:8])[CH2:2]1.[CH2:9]=[C:10]1[O:14][C:12](=[O:13])[CH2:11]1>O1CCCC1>[OH:8][CH2:7][CH:3]1[CH2:4][CH2:5][CH2:6][N:1]([C:12](=[O:13])[CH2:11][C:10](=[O:14])[CH3:9])[CH2:2]1. Reported procedure: A solution of 25 g (0.22 mol) of 3-piperidinemethanol in 200 ml tetrahydrofuran was added dropwise to a solution of 18 g of diketene (0.2 mol) in 200 ml tetrahydrofuran at −5 to 0° C. After 1 h stirring at 0° C. no more starting material was detected by thin layer chromatography. The reaction mixture was evaporated and the residue purified by column chromatography. This gave 31.50 g (0.16 mol, 74% yield) of a colorless oil. Reactants: [OH-].[Na+] (sodium hydroxide), COC(CC=1C=C(C=CC1OC)C1=C(C=C(C=C1)C(CC)(C1=CC(=C(C=C1)\C=C\C(CC)(O)CC)C)CC)C)=O ((4′-{1-ethyl-1-[4-((E)-3-ethyl-3-hydroxy-1-pentenyl)-3-methyl-phenyl]-propyl}-4-methoxy-2′-methyl-biphenyl-3-yl)-acetic acid methyl ester), [Cl-].[NH4+] (ammonium chloride). Run in CO.O1CCCC1 (methanol tetrahydrofuran). Run at temperature 60 celsius, time 2 hour. Yields the product C(C)C(CC)(C1=CC(=C(C=C1)\C=C\C(CC)(O)CC)C)C1=CC(=C(C=C1)C1=CC(=C(C=C1)OC)CC(=O)O)C ((4′-{1-ethyl-1-[4-((E)-3-ethyl-3-hydroxy-1-pentenyl)-3-methyl-phenyl]-propyl}-4-methoxy-2′-methyl-biphenyl-3-yl)-acetic Acid). Isolated yield 78.5%. RXN SMILES: [OH-].[Na+].C[O:4][C:5](=[O:42])[CH2:6][C:7]1[CH:8]=[C:9]([C:15]2[CH:20]=[CH:19][C:18]([C:21]([CH2:39][CH3:40])([C:24]3[CH:29]=[CH:28][C:27](/[CH:30]=[CH:31]/[C:32]([CH2:36][CH3:37])([OH:35])[CH2:33][CH3:34])=[C:26]([CH3:38])[CH:25]=3)[CH2:22][CH3:23])=[CH:17][C:16]=2[CH3:41])[CH:10]=[CH:11][C:12]=1[O:13][CH3:14].[Cl-].[NH4+]>CO.O1CCCC1>[CH2:22]([C:21]([C:18]1[CH:19]=[CH:20][C:15]([C:9]2[CH:10]=[CH:11][C:12]([O:13][CH3:14])=[C:7]([CH2:6][C:5]([OH:42])=[O:4])[CH:8]=2)=[C:16]([CH3:41])[CH:17]=1)([C:24]1[CH:29]=[CH:28][C:27](/[CH:30]=[CH:31]/[C:32]([CH2:33][CH3:34])([OH:35])[CH2:36][CH3:37])=[C:26]([CH3:38])[CH:25]=1)[CH2:39][CH3:40])[CH3:23] |f:0.1,3.4,5.6|. Procedure details: A 1 N sodium hydroxide aqueous solution (0.303 mL, 0.303 mmol) was added to a solution of (4′-{1-ethyl-1-[4-((E)-3-ethyl-3-hydroxy-1-pentenyl)-3-methyl-phenyl]-propyl}-4-methoxy-2′-methyl-biphenyl-3-yl)-acetic acid methyl ester (Example 181-(1); 54.7 mg, 0.101 mmol) in methanol-tetrahydrofuran (1:1, 4 mL), and the mixture was stirred at 60° C. for two hours. The reaction mixture was then poured into a saturated aqueous ammonium chloride solution, followed by extraction with dichloromethane. The ... Starting materials: Cl (HCl), FC(OC1=CC=C(C=C1)N1N=NC(=C1)C(=O)NC1=C(C=C(C=C1)[C@H]1CN(CCO1)C(=O)OC(C)(C)C)F)F ((S)-tert-Butyl 2-(4-(1-(4-(difluoromethoxy)phenyl)-1H-1,2,3-triazole-4-carboxamido)-3-fluorophenyl)morpholine-4-carboxylate), CCOCC (ether). The solvent is O1CCOCC1 (dioxane), O1CCOCC1 (dioxane). Reaction conditions: temperature 60 celsius, time 2 hour. Product: Cl.FC(OC1=CC=C(C=C1)N1N=NC(=C1)C(=O)NC1=C(C=C(C=C1)[C@H]1CNCCO1)F)F ((S)-1-(4-(difluoromethoxy)phenyl)-N-(2-fluoro-4-(morpholin-2-yl)phenyl)-1H-1,2,3-triazole-4-carboxamide hydrochloride). The yield is 97.0%. As a reaction SMILES: [F:1][CH:2]([F:38])[O:3][C:4]1[CH:9]=[CH:8][C:7]([N:10]2[CH:14]=[C:13]([C:15]([NH:17][C:18]3[CH:23]=[CH:22][C:21]([C@@H:24]4[O:29][CH2:28][CH2:27][N:26](C(OC(C)(C)C)=O)[CH2:25]4)=[CH:20][C:19]=3[F:37])=[O:16])[N:12]=[N:11]2)=[CH:6][CH:5]=1.[ClH:39].CCOCC>O1CCOCC1>[ClH:39].[F:38][CH:2]([F:1])[O:3][C:4]1[CH:9]=[CH:8][C:7]([N:10]2[CH:14]=[C:13]([C:15]([NH:17][C:18]3[CH:23]=[CH:22][C:21]([C@@H:24]4[O:29][CH2:28][CH2:27][NH:26][CH2:25]4)=[CH:20][C:19]=3[F:37])=[O:16])[N:12]=[N:11]2)=[CH:6][CH:5]=1 |f:4.5|. Procedure: (S)-tert-Butyl 2-(4-(1-(4-(difluoromethoxy)phenyl)-1H-1,2,3-triazole-4-carboxamido)-3-fluorophenyl)morpholine-4-carboxylate (62 mg, 0.116 mmol) was dissolved in dioxane (0.6 ml) and a solution of HCl in dioxane (4M, 0.35 ml, 1.39 mmol) was added. The reaction mixture was stirred for 2 h at 60° C. After cooling ether was added, the solid was filtered off, washed with ether and dried in vacuo to afford (S)-1-(4-(difluoromethoxy)phenyl)-N-(2-fluoro-4-(morpholin-2-yl)phenyl)-1H-1,2,3-triazole-4-carb...